This data is from the Open Reaction Database (ORD), a public repository of structured organic reaction records. The task is: describe an organic reaction: reactants, conditions, products, and yield The reactants are O=C([O-])[O-], Cc1ccccc1, CCO, [Cs+], [Cs+], OB(O)c1cc(C(F)(F)F)cc(C(F)(F)F)c1, Nc1nc(I)nc2c1ncn2C1OC(CO)C(O)C1O, c1ccc(P(c2ccccc2)(c2ccccc2)[Pd](P(c2ccccc2)(c2ccccc2)c2ccccc2)(P(c2ccccc2)(c2ccccc2)c2ccccc2)P(c2ccccc2)(c2ccccc2)c2ccccc2)cc1. The product is Nc1nc(-c2cc(C(F)(F)F)cc(C(F)(F)F)c2)nc2c1ncn2C1OC(CO)C(O)C1O. As a reaction SMILES: [C:38](=[O:39])([O-:40])[O-:41].[CH3:44][c:45]1[cH:46][cH:47][cH:48][cH:49][cH:50]1.[CH3:51][CH2:52][OH:53].[Cs+:42].[Cs+:43].[F:21][C:22]([c:23]1[cH:24][c:25]([B:33]([OH:34])[OH:35])[cH:26][c:27]([C:29]([F:30])([F:31])[F:32])[cH:28]1)([F:36])[F:37].[I:1][c:2]1[n:3][c:4]([NH2:20])[c:5]2[n:6][cH:7][n:8]([CH:9]3[CH:10]([OH:11])[CH:12]([OH:13])[CH:14]([CH2:15][OH:16])[O:17]3)[c:18]2[n:19]1.[cH:54]1[cH:55][cH:56][c:57]([P:58]([Pd:59]([P:60]([c:61]2[cH:62][cH:63][cH:64][cH:65][cH:66]2)([c:67]2[cH:68][cH:69][cH:70][cH:71][cH:72]2)[c:73]2[cH:74][cH:75][cH:76][cH:77][cH:78]2)([P:79]([c:80]2[cH:81][cH:82][cH:83][cH:84][cH:85]2)([c:86]2[cH:87][cH:88][cH:89][cH:90][cH:91]2)[c:92]2[cH:93][cH:94][cH:95][cH:96][cH:97]2)[P:98]([c:99]2[cH:100][cH:101][cH:102][cH:103][cH:104]2)([c:105]2[cH:106][cH:107][cH:108][cH:109][cH:110]2)[c:111]2[cH:112][cH:113][cH:114][cH:115][cH:116]2)([c:117]2[cH:118][cH:119][cH:120][cH:121][cH:122]2)[c:123]2[cH:124][cH:125][cH:126][cH:127][cH:128]2)[cH:129][cH:130]1>>[c:2]1(-[c:25]2[cH:24][c:23]([C:22]([F:21])([F:36])[F:37])[cH:28][c:27]([C:29]([F:30])([F:31])[F:32])[cH:26]2)[n:3][c:4]([NH2:20])[c:5]2[n:6][cH:7][n:8]([CH:9]3[CH:10]([OH:11])[CH:12]([OH:13])[CH:14]([CH2:15][OH:16])[O:17]3)[c:18]2[n:19]1. Reaction conditions: temperature 80 celsius, time 16 hour. Isolated yield 58.0%. Procedure details: To a stirred solution of compound 2-methyl-5-nitropyridine (30) (10 g, 72.5 mmol) in 1,4-dioxane (150 mL) was added SeO2 (9.5 g, 87.0 mmol) at room temperature. The resulting reaction mixture was stirred at 80° C. for 16 h. The reaction mixture was evaporated, the residue was diluted with water (100 mL), the resulting precipitate was separated by filtration and the filtrate was extracted with ethyl acetate (3×100 mL). The combined organic layer was washed with water (100 mL), brine (100 mL), the... Starting materials: CC1=NC=C(C=C1)[N+](=O)[O-] (2-methyl-5-nitropyridine), SeO2, O1CCOCC1 (1,4-dioxane). The product is [N+](=O)([O-])C=1C=CC(=NC1)C=O (5-Nitro-pyridine-2-carbaldehyde). Reaction SMILES: [CH3:1][C:2]1[CH:7]=[CH:6][C:5]([N+:8]([O-:10])=[O:9])=[CH:4][N:3]=1.[O:11]1CCOCC1>>[N+:8]([C:5]1[CH:6]=[CH:7][C:2]([CH:1]=[O:11])=[N:3][CH:4]=1)([O-:10])=[O:9]. Reactants: [BH4-], CC(=O)c1ccc2cc(S(N)(=O)=O)sc2c1, CC(=O)O, CO, [Cl-], [NH4+], [Na+], [Na+], [OH-]. Product: CC(O)c1ccc2cc(S(N)(=O)=O)sc2c1. As a reaction SMILES: [BH4-:17].[C:1]([CH3:2])(=[O:3])[c:4]1[cH:5][cH:6][c:7]2[c:8]([s:9][c:10]([S:12]([NH2:13])(=[O:14])=[O:15])[cH:11]2)[cH:16]1.[CH3:21][C:22](=[O:23])[OH:24].[CH3:25][OH:26].[Cl-:19].[NH4+:20].[Na+:18].[Na+:28].[OH-:27]>>[CH:1]([CH3:2])([OH:3])[c:4]1[cH:5][cH:6][c:7]2[c:8]([s:9][c:10]([S:12]([NH2:13])(=[O:14])=[O:15])[cH:11]2)[cH:16]1. Reactants: C([O-])([O-])=O.[K+].[K+] (potassium carbonate), BrCCCCCC (bromohexane), O (water), FC1=C(C(=C(C=C1F)F)F)O (2,3,5,6-tetrafluorophenol). Reagents/catalysts: CCCC[N+](CCCC)(CCCC)CCCC.[Br-] (TBAB). Solvent: CCC(=O)C (MEK), CCC(=O)C (MEK). Yields the product C(CCCCC)OC1=C(C(=CC(=C1F)F)F)F (4-hexyloxy-2,3,5,6-tetrafluorobenzene). Isolated yield 91.3%. As a reaction SMILES: [F:1][C:2]1[C:7]([F:8])=[CH:6][C:5]([F:9])=[C:4]([F:10])[C:3]=1[OH:11].C(=O)([O-])[O-].[K+].[K+].Br[CH2:19][CH2:20][CH2:21][CH2:22][CH2:23][CH3:24].O>CCC(C)=O.CCCC[N+](CCCC)(CCCC)CCCC.[Br-]>[CH2:19]([O:11][C:3]1[C:2]([F:1])=[C:7]([F:8])[CH:6]=[C:5]([F:9])[C:4]=1[F:10])[CH2:20][CH2:21][CH2:22][CH2:23][CH3:24] |f:1.2.3,7.8|. Procedure: To 20.0 g of 2,3,5,6-tetrafluorophenol (1) dissolved in 100 mL of MEK there were added 18.3 g of potassium carbonate, 4.26 g of TBAB and 21.9 g of bromohexane dissolved in 50 mL of MEK, with heating under reflux for 4 hours. After cooling and addition of water, the organic layer was separated and the aqueous layer was extracted with diethyl ether. The organic layers were combined, were washed with saturated brine, and were then dried over anhydrous magnesium sulfate. The solvent was evaporated t...